Dataset: the Open Reaction Database (ORD), a public repository of structured organic reaction records. Task: describe an organic reaction: reactants, conditions, products, and yield Starting materials: C(=O)[O-].[NH4+] (Ammonium formate), C1(=CC=CC=C1)CN(C[C@H](O)[C@H]1OC2=C(CC1)C=C(C=C2)F)C[C@H](O)[C@@H]2OC1=C(CC2)C=C(C=C1)F ((±)[R*,S*,S*,S*]-α,α′-[(phenylmethyl)imino-bis (methylene)] bis [6-fluoro-3,4-dihydro-2H-1-benzopyran-2-methanol]), O (water). Reagents/catalysts: [Pd] (Palladium on carbon). Solvent: CO (methanol). Conditions: temperature 65 celsius, time 11 hour. The product is N(C[C@H](O)[C@H]1OC2=C(CC1)C=C(C=C2)F)C[C@H](O)[C@@H]2OC1=C(CC2)C=C(C=C1)F ((±)[R*,S*,S*,S*]-α,α′-[imino-bis (methylene)] bis [6-fluoro-3,4-dihydro-2H-1-benzopyran-2-methanol]). Isolated yield 85.5%. Reaction SMILES: C1(C[N:8]([CH2:23][C@@H:24]([C@H:26]2[CH2:31][CH2:30][C:29]3[CH:32]=[C:33]([F:36])[CH:34]=[CH:35][C:28]=3[O:27]2)[OH:25])[CH2:9][C@@H:10]([C@@H:12]2[CH2:17][CH2:16][C:15]3[CH:18]=[C:19]([F:22])[CH:20]=[CH:21][C:14]=3[O:13]2)[OH:11])C=CC=CC=1.C([O-])=O.[NH4+].O>CO.[Pd]>[NH:8]([CH2:23][C@@H:24]([C@H:26]1[CH2:31][CH2:30][C:29]2[CH:32]=[C:33]([F:36])[CH:34]=[CH:35][C:28]=2[O:27]1)[OH:25])[CH2:9][C@@H:10]([C@@H:12]1[CH2:17][CH2:16][C:15]2[CH:18]=[C:19]([F:22])[CH:20]=[CH:21][C:14]=2[O:13]1)[OH:11] |f:1.2|. Procedure details: (±)[R*,S*,S*,S*]-α,α′-[(phenylmethyl)imino-bis (methylene)] bis [6-fluoro-3,4-dihydro-2H-1-benzopyran-2-methanol] (5.0 g; 0.0101 mol) was dissolved in methanol (343.9 g). Ammonium formate (4.8 g; 0.0761 mol) was added to the reaction mixture followed by catalytic Palladium on carbon 5 wt. % wet (contains ˜50% water) (0.5 g). The reaction mixture was heated at reflux (about 65° C.) under stirring for about 11 hours then cooled to 45° C. filtered on a celite pad, washing with methanol, and finally... Starting materials: CC1(OB(OC1(C)C)C=1CCN(CC1)C(=O)OC(C)(C)C)C (tert-butyl 4-(4,4,5,5-tetramethyl[1,3,2]dioxaborolan-2-yl)-3,6-dihydro-2H-pyridine-1-carboxylate), BrC1=CC2=C(SC(=C2)C(=O)OC)C=C1 (methyl 5-bromobenzo[b]thiophene-2-carboxylate), C([O-])([O-])=O.[Na+].[Na+] (sodium carbonate), [Cl-].[Li+] (lithium chloride). The reagents and catalysts are C=1C=CC(=CC1)[P](C=2C=CC=CC2)(C=3C=CC=CC3)[Pd]([P](C=4C=CC=CC4)(C=5C=CC=CC5)C=6C=CC=CC6)([P](C=7C=CC=CC7)(C=8C=CC=CC8)C=9C=CC=CC9)[P](C=1C=CC=CC1)(C=1C=CC=CC1)C=1C=CC=CC1 (PalladiumTetrakis). The solvent is COCCOC (DME). Product: COC(=O)C1=CC2=C(S1)C=CC(=C2)C=2CCN(CC2)C(=O)OC(C)(C)C (tert-Butyl 4-(2-methoxycarbonylbenzo[b]thiophen-5-yl)-3,6-dihydro-2H-pyridine-1-carboxylate). The yield is 165.9%. As a reaction SMILES: CC1(C)C(C)(C)OB([C:9]2[CH2:10][CH2:11][N:12]([C:15]([O:17][C:18]([CH3:21])([CH3:20])[CH3:19])=[O:16])[CH2:13][CH:14]=2)O1.Br[C:24]1[CH:36]=[CH:35][C:27]2[S:28][C:29]([C:31]([O:33][CH3:34])=[O:32])=[CH:30][C:26]=2[CH:25]=1.C(=O)([O-])[O-].[Na+].[Na+].[Cl-].[Li+]>COCCOC.C1C=CC([P]([Pd]([P](C2C=CC=CC=2)(C2C=CC=CC=2)C2C=CC=CC=2)([P](C2C=CC=CC=2)(C2C=CC=CC=2)C2C=CC=CC=2)[P](C2C=CC=CC=2)(C2C=CC=CC=2)C2C=CC=CC=2)(C2C=CC=CC=2)C2C=CC=CC=2)=CC=1>[CH3:34][O:33][C:31]([C:29]1[S:28][C:27]2[CH:35]=[CH:36][C:24]([C:9]3[CH2:10][CH2:11][N:12]([C:15]([O:17][C:18]([CH3:19])([CH3:20])[CH3:21])=[O:16])[CH2:13][CH:14]=3)=[CH:25][C:26]=2[CH:30]=1)=[O:32] |f:2.3.4,5.6,^1:54,56,75,94|. Reported procedure: 1.1 g of tert-butyl 4-(4,4,5,5-tetramethyl[1,3,2]dioxaborolan-2-yl)-3,6-dihydro-2H-pyridine-1-carboxylate (purity 70%), 0.7 g of methyl 5-bromobenzo[b]thiophene-2-carboxylate, 0.15 g of PalladiumTetrakis (PdP(Ph3)4), 5.5 ml of 2M sodium carbonate solution and 0.42 g of lithium chloride are placed in 30 ml of DME in a round-bottomed flask under a stream of nitrogen. The mixture is heated at the reflux temperature for 3 hours. The solvent is evaporated off and the residue is dissolved in 35 ml of ... Reactants: ClC1=C(C=CC(=C1)Cl)C(CC(C(C)(C)C)=O)S(=O)(=O)C1=CC=C(C=C1)C (1-(2,4-dichlorophenyl)-1-p-toluenesulfonyl-4,4-dimethylpentan-3-one), C(C)(=O)O (acetic acid), 1-(2,4-dichlorophenyl)-1-p-toluenesulfonyl-4,4-dimethyl-3, BrBr (bromine). Run in C(Cl)(Cl)Cl (chloroform). The product is BrC(C(S(=O)(=O)C1=CC=C(C=C1)C)C1=C(C=C(C=C1)Cl)Cl)C(C(C)(C)C)=O (2-bromo-1-(2,4-dichlorophenyl)-4,4-dimethyl-1-p-toluenesulfonylpentan-3-one). RXN SMILES: [Cl:1][C:2]1[CH:7]=[C:6]([Cl:8])[CH:5]=[CH:4][C:3]=1[CH:9]([S:17]([C:20]1[CH:25]=[CH:24][C:23]([CH3:26])=[CH:22][CH:21]=1)(=[O:19])=[O:18])[CH2:10][C:11](=[O:16])[C:12]([CH3:15])([CH3:14])[CH3:13].[Br:27]Br.C(O)(=O)C>C(Cl)(Cl)Cl>[Br:27][CH:10]([C:11](=[O:16])[C:12]([CH3:14])([CH3:13])[CH3:15])[CH:9]([C:3]1[CH:4]=[CH:5][C:6]([Cl:8])=[CH:7][C:2]=1[Cl:1])[S:17]([C:20]1[CH:25]=[CH:24][C:23]([CH3:26])=[CH:22][CH:21]=1)(=[O:19])=[O:18]. Reported procedure: The bromination of 1-(2,4-dichlorophenyl)-1-p-toluenesulfonyl-4,4-dimethylpentan-3-one was carried out in the same manner as that of Example 3 but using 25 g of 1-(2,4-dichlorophenyl)-1-p-toluenesulfonyl-4,4-dimethyl-3-one, 9.2 g of bromine, 200 ml of acetic acid and 300 ml of chloroform, and 29 g of 2-bromo-1-(2,4-dichlorophenyl)-4,4-dimethyl-1-p-toluenesulfonylpentan-3-one was obtained. Reactants: CC(C)(C)OC(=O)N1CC(O)CC1C(=O)O, CC(C)(C)[O-], CS(C)=O, COc1ccc2c(O)cc(-c3csc(NC(C)C)n3)nc2c1, [K+], O. Product: COc1ccc2c(OC3CC(C(=O)O)N(C(=O)OC(C)(C)C)C3)cc(-c3csc(NC(C)C)n3)nc2c1. Reaction SMILES: [C:1](=[O:2])([O:3][C:4]([CH3:5])([CH3:6])[CH3:7])[N:8]1[CH:9]([C:10](=[O:11])[OH:12])[CH2:13][CH:14]([OH:16])[CH2:15]1.[CH3:17][C:18]([CH3:19])([O-:20])[CH3:21].[CH3:45][S:46]([CH3:47])=[O:48].[CH:23]([CH3:24])([CH3:25])[NH:26][c:27]1[s:28][cH:29][c:30](-[c:32]2[n:33][c:34]3[cH:35][c:36]([O:43][CH3:44])[cH:37][cH:38][c:39]3[c:40]([OH:42])[cH:41]2)[n:31]1.[K+:22].[OH2:49]>>[C:1](=[O:2])([O:3][C:4]([CH3:5])([CH3:6])[CH3:7])[N:8]1[CH:9]([C:10](=[O:11])[OH:12])[CH2:13][CH:14]([O:16][c:40]2[c:39]3[c:34]([n:33][c:32](-[c:30]4[cH:29][s:28][c:27]([NH:26][CH:23]([CH3:24])[CH3:25])[n:31]4)[cH:41]2)[cH:35][c:36]([O:43][CH3:44])[cH:37][cH:38]3)[CH2:15]1.